From a dataset of the Open Reaction Database (ORD), a public repository of structured organic reaction records. describe an organic reaction: reactants, conditions, products, and yield The reactants are COc1ccc(CCOS(C)(=O)=O)cc1OC, CC(C)=O, [I-], [Na+], O. Yields the product COc1ccc(CCI)cc1OC. RXN SMILES: [CH3:1][S:2]([O:3][CH2:6][CH2:7][c:8]1[cH:9][c:10]([O:16][CH3:17])[c:11]([O:14][CH3:15])[cH:12][cH:13]1)(=[O:4])=[O:5].[CH3:21][C:22](=[O:23])[CH3:24].[I-:19].[Na+:18].[OH2:20]>>[CH2:6]([CH2:7][c:8]1[cH:9][c:10]([O:16][CH3:17])[c:11]([O:14][CH3:15])[cH:12][cH:13]1)[I:19]. Reactants: ClC1=CC=C(OC2=CC=C(C(=N2)CCC)CO)C=C1 ([6-(4-chlorophenoxy)-2-propylpyridin-3-yl]methanol), C[N+]1(CCOCC1)[O-] (N-methylmorpholine-N-oxide). Reagents/catalysts: [Ru](=O)(=O)(=O)[O-].C(CC)[N+](CCC)(CCC)CCC (tetrapropylammonium perruthenate). Solvent: C(C)OCC (diethyl ether), ClCCl (dichloromethane). Run at temperature 20 celsius, time 1 hour. Yields the product ClC1=CC=C(OC2=NC(=C(C=O)C=C2)CCC)C=C1 (6-(4-chlorophenoxy)-2-propylnicotinaldehyde). RXN SMILES: [Cl:1][C:2]1[CH:19]=[CH:18][C:5]([O:6][C:7]2[N:12]=[C:11]([CH2:13][CH2:14][CH3:15])[C:10]([CH2:16][OH:17])=[CH:9][CH:8]=2)=[CH:4][CH:3]=1.C[N+]1([O-])CCOCC1>ClCCl.C(OCC)C.[Ru]([O-])(=O)(=O)=O.C([N+](CCC)(CCC)CCC)CC>[Cl:1][C:2]1[CH:19]=[CH:18][C:5]([O:6][C:7]2[CH:8]=[CH:9][C:10]([CH:16]=[O:17])=[C:11]([CH2:13][CH2:14][CH3:15])[N:12]=2)=[CH:4][CH:3]=1 |f:4.5|. Procedure details: A mixture of the product from Step 4 (30.5 g, 110 mmol), N-methylmorpholine-N-oxide (19.3 g, 165 mmol), tetrapropylammonium perruthenate (1.9 g, 5.5 mmol) and 4 Å molecular sieves (55 g) in dichloromethane (500 mL) was cooled with a water bath at 20° C. and stirred for 1 h. The reaction mixture was diluted with diethyl ether (1.5 L), stirred for 15 min and filtered through a short path of silica gel. Removal of the solvent gave the title product as a light yellow oil.